describe an organic reaction: reactants, conditions, products, and yield From a dataset of the Open Reaction Database (ORD), a public repository of structured organic reaction records. The reactants are CC(=O)O[BH-](OC(C)=O)OC(C)=O, CN(C)C1(Cc2ccccc2)CCC(=O)CC1, ClCCCl, NC1CCc2ccccc21, [Na+], [Na+], [Na+], O=S(=O)([O-])[O-]. The product is CN(C)C1(Cc2ccccc2)CCC(NC2CCc3ccccc32)CC1. RXN SMILES: [C:35]([O:36][BH-:37]([O:38][C:39](=[O:40])[CH3:41])[O:42][C:43](=[O:44])[CH3:45])(=[O:46])[CH3:47].[CH2:11]([c:12]1[cH:13][cH:14][cH:15][cH:16][cH:17]1)[C:18]1([N:25]([CH3:26])[CH3:27])[CH2:19][CH2:20][C:21](=[O:24])[CH2:22][CH2:23]1.[Cl:49][CH2:50][CH2:51][Cl:52].[NH2:1][CH:2]1[CH2:3][CH2:4][c:5]2[cH:6][cH:7][cH:8][cH:9][c:10]21.[Na+:28].[Na+:29].[Na+:48].[O-:30][S:31](=[O:32])(=[O:33])[O-:34]>>[NH:1]([CH:2]1[CH2:3][CH2:4][c:5]2[cH:6][cH:7][cH:8][cH:9][c:10]21)[CH:21]1[CH2:20][CH2:19][C:18]([CH2:11][c:12]2[cH:13][cH:14][cH:15][cH:16][cH:17]2)([N:25]([CH3:26])[CH3:27])[CH2:23][CH2:22]1.